Task: describe an organic reaction: reactants, conditions, products, and yield. Dataset: the Open Reaction Database (ORD), a public repository of structured organic reaction records The reactants are O[C@@H]([C@H](C)N1C(C2=CC=CC=C2C1=O)=O)C1=CC=C(C=C1)O ((1S,2R)-2-[2-hydroxy-2-(4-hydroxy-phenyl)-1-methylethyl]isoindol-1,3-dione). Run in CO (methanol), CN (methylamine), CO (methanol). Product: N[C@H]([C@H](O)C1=CC=C(C=C1)O)C ((1R, 2S)-2-amino-1-(4-hydroxyphenyl)propan-1-ol). The yield is 53.3%. RXN SMILES: [OH:1][C@H:2]([C:16]1[CH:21]=[CH:20][C:19]([OH:22])=[CH:18][CH:17]=1)[C@@H:3]([N:5]1C(=O)C2C(=CC=CC=2)C1=O)[CH3:4]>CO.CN>[NH2:5][C@@H:3]([CH3:4])[C@@H:2]([C:16]1[CH:21]=[CH:20][C:19]([OH:22])=[CH:18][CH:17]=1)[OH:1]. Reported procedure: To a suspension of (1S,2R)-2-[2-hydroxy-2-(4-hydroxy-phenyl)-1-methylethyl]isoindol-1,3-dione (1.0 g) in methanol (1.7 mL), methylamine in methanol (40% w/v; 3.5 mL) was added. The mixture was heated under reflux in argon atmosphere for 12 hours. After removing the solvent in vacua, the resulting residue was dissolved in tetrahydrofuran (3 mL) under heating. This solution was cooled and kept at room temperature. After removing the resulting precipitate by filtration, the mother liquor was concen... The reactants are O1CCOCC1 (1,4-dioxane), [OH-].[K+] (potassium hydroxide), BrC1=CC=C2C=C(N=CC2=C1)NC(=O)C1CC1 (N-(7-bromoisoquinolin-3-yl)cyclopropanecarboxamide). Reagents/catalysts: C1=CC=C(C=C1)/C=C/C(=O)/C=C/C2=CC=CC=C2.C1=CC=C(C=C1)/C=C/C(=O)/C=C/C2=CC=CC=C2.C1=CC=C(C=C1)/C=C/C(=O)/C=C/C2=CC=CC=C2.C(Cl)(Cl)Cl.[Pd].[Pd] (tris(dibenzylideneacetone)dipalladium(0) chloroform adduct), C(C)(C)(C)P(C1=C(C(=C(C(=C1C)C)C)C)C1=C(C=C(C=C1CCC)CCC)CCC)C(C)(C)C (2-di-t-butylphosphino-3,4,5,6-tetramethyl-2′,4′,6′-tri-1-propylbiphenyl). Solvent: O (water), O (water). Run at temperature 90 celsius. Yields the product OC1=CC=C2C=C(N=CC2=C1)NC(=O)C1CC1 (N-(7-hydroxyisoquinolin-3-yl)cyclopropanecarboxamide). Isolated yield 76.3%. RXN SMILES: Br[C:2]1[CH:11]=[C:10]2[C:5]([CH:6]=[C:7]([NH:12][C:13]([CH:15]3[CH2:17][CH2:16]3)=[O:14])[N:8]=[CH:9]2)=[CH:4][CH:3]=1.[O:18]1CCOCC1.[OH-].[K+]>C1C=CC(/C=C/C(/C=C/C2C=CC=CC=2)=O)=CC=1.C1C=CC(/C=C/C(/C=C/C2C=CC=CC=2)=O)=CC=1.C1C=CC(/C=C/C(/C=C/C2C=CC=CC=2)=O)=CC=1.C(Cl)(Cl)Cl.[Pd].[Pd].C(P(C(C)(C)C)C1C(C)=C(C)C(C)=C(C)C=1C1C(CCC)=CC(CCC)=CC=1CCC)(C)(C)C.O>[OH:18][C:2]1[CH:11]=[C:10]2[C:5]([CH:6]=[C:7]([NH:12][C:13]([CH:15]3[CH2:17][CH2:16]3)=[O:14])[N:8]=[CH:9]2)=[CH:4][CH:3]=1 |f:2.3,4.5.6.7.8.9|. Reported procedure: A round-bottom flask was charged with N-(7-bromoisoquinolin-3-yl)cyclopropanecarboxamide (3.0058 g, 10.324 mmol), tris(dibenzylideneacetone)dipalladium(0) chloroform adduct (0.1843 g, 0.1780 mmol), and 2-di-t-butylphosphino-3,4,5,6-tetramethyl-2′,4′,6′-tri-1-propylbiphenyl (0.2514 g, 0.5229 mmol). The flask was evacuated and backfilled with nitrogen five times and then 1,4-dioxane (10 mL, 200 mmol) and potassium hydroxide (2.413 g, 43.01 mmol) dissolved in water (10 mL, 800 mmol) were added. The...